Dataset: the Open Reaction Database (ORD), a public repository of structured organic reaction records. Task: describe an organic reaction: reactants, conditions, products, and yield The reactants are BrC(C(=O)OCC)(F)F (Ethyl bromodifluoroacetate), C(C=C)N (allylamine). Conditions: time 14 hour. Product: C(C=C)NC(C(F)(F)Br)=O (N-allyl-2-bromo-2,2-difluoroacetamide). The yield is 100.0%. As a reaction SMILES: [Br:1][C:2]([F:9])([F:8])[C:3]([O:5]CC)=O.[CH2:10]([NH2:13])[CH:11]=[CH2:12]>>[CH2:10]([NH:13][C:3](=[O:5])[C:2]([Br:1])([F:8])[F:9])[CH:11]=[CH2:12]. Reported procedure: Ethyl bromodifluoroacetate (100 g) was cooled to 0° C., and allylamine (39 mL) was added dropwise. The mixture was stirred at room temperature for 14 hr, and concentrated under reduced pressure. Water was added to the residue, and the mixture was extracted with ethyl acetate. The extract was washed successively with 1 mol/L hydrochloric acid, water, saturated aqueous sodium hydrogen carbonate solution, and saturated brine, dried over anhydrous magnesium sulfate, and concentrated under reduced pr... Solvent: C1CCOC1 (THF). The product is OCC1=CC=C(S1)C(CNC(OC(C)(C)C)=O)C(=O)NC=1C=C2C=CN=CC2=CC1 (tert-butyl 2-(5-(hydroxymethyl)thiophen-2-yl)-3-(isoquinolin-6-ylamino)-3-oxopropylcarbamate). Conditions: temperature 0 celsius, time 30 minute. As a reaction SMILES: [Si]([O:8][CH2:9][C:10]1[S:14][C:13]([CH:15]([C:25]([NH:27][C:28]2[CH:29]=[C:30]3[C:35](=[CH:36][CH:37]=2)[CH:34]=[N:33][CH:32]=[CH:31]3)=[O:26])[CH2:16][NH:17][C:18](=[O:24])[O:19][C:20]([CH3:23])([CH3:22])[CH3:21])=[CH:12][CH:11]=1)(C(C)(C)C)(C)C.CCCC[N+](CCCC)(CCCC)CCCC.[F-].CCOC(C)=O>C1COCC1>[OH:8][CH2:9][C:10]1[S:14][C:13]([CH:15]([C:25]([NH:27][C:28]2[CH:29]=[C:30]3[C:35](=[CH:36][CH:37]=2)[CH:34]=[N:33][CH:32]=[CH:31]3)=[O:26])[CH2:16][NH:17][C:18](=[O:24])[O:19][C:20]([CH3:23])([CH3:21])[CH3:22])=[CH:12][CH:11]=1 |f:1.2|. Procedure: To tert-butyl 2-(5-((tert-butyldimethylsilyloxy)methyl)thiophen-2-yl)-3-(isoquinolin-6-ylamino)-3-oxopropylcarbamate (E237) in THF at 0° C. was added TBAF and the solution was stirred for 0° C. for 30 min then warmed to room temperature for 2 h. The compound was poured into EtOAc and washed with NH4Cl(sat), dried (Na2SO4), filtered, and evaporated. Column chromatography (SiO2, 6% MeOH/CH2Cl2) gave pure tert-butyl 2-(5-(hydroxymethyl)thiophen-2-yl)-3-(isoquinolin-6-ylamino)-3-oxopropylcarbamate (... Reactants: [Si](C)(C)(C(C)(C)C)OCC1=CC=C(S1)C(CNC(OC(C)(C)C)=O)C(=O)NC=1C=C2C=CN=CC2=CC1 (tert-butyl 2-(5-((tert-butyldimethylsilyloxy)methyl)thiophen-2-yl)-3-(isoquinolin-6-ylamino)-3-oxopropylcarbamate), CCCC[N+](CCCC)(CCCC)CCCC.[F-] (TBAF), CCOC(=O)C (EtOAc). Starting materials: NOCc1ccccc1, CON=C(C(=O)OC)c1ccccc1COc1ccc(C(C)=O)cc1, CO, Cl. Yields the product CON=C(C(=O)OC)c1ccccc1COc1ccc(C(C)=NOCc2ccccc2)cc1. As a reaction SMILES: [CH2:27]([c:28]1[cH:29][cH:30][cH:31][cH:32][cH:33]1)[O:34][NH2:35].[CH3:1][O:2][N:3]=[C:4]([C:5](=[O:6])[O:7][CH3:8])[c:9]1[c:10]([CH2:15][O:16][c:17]2[cH:18][cH:19][c:20]([C:23]([CH3:24])=[O:25])[cH:21][cH:22]2)[cH:11][cH:12][cH:13][cH:14]1.[CH3:36][OH:37].[ClH:26]>>[CH3:1][O:2][N:3]=[C:4]([C:5](=[O:6])[O:7][CH3:8])[c:9]1[c:10]([CH2:15][O:16][c:17]2[cH:18][cH:19][c:20]([C:23]([CH3:24])=[N:35][O:34][CH2:27][c:28]3[cH:29][cH:30][cH:31][cH:32][cH:33]3)[cH:21][cH:22]2)[cH:11][cH:12][cH:13][cH:14]1.